Dataset: the Open Reaction Database (ORD), a public repository of structured organic reaction records. Task: describe an organic reaction: reactants, conditions, products, and yield The reactants are C1CCOC1, OC(c1ccc2ccc(-c3ccccc3)nc2c1)c1nccnc1Cl, O=C1NC(=O)c2ccccc21, CC(C)OC(=O)N=NC(=O)OC(C)C. The product is O=C1c2ccccc2C(=O)N1C(c1ccc2ccc(-c3ccccc3)nc2c1)c1nccnc1Cl. As a reaction SMILES: [CH2:51]1[O:52][CH2:53][CH2:54][CH2:55]1.[Cl:1][c:2]1[c:3]([CH:8]([OH:9])[c:10]2[cH:11][cH:12][c:13]3[cH:14][cH:15][c:16](-[c:20]4[cH:21][cH:22][cH:23][cH:24][cH:25]4)[n:17][c:18]3[cH:19]2)[n:4][cH:5][cH:6][n:7]1.[O:26]=[C:27]1[NH:28][C:29](=[O:30])[c:31]2[cH:32][cH:33][cH:34][cH:35][c:36]21.[O:37]=[C:38]([O:39][CH:40]([CH3:41])[CH3:42])[N:43]=[N:44][C:45]([O:46][CH:47]([CH3:48])[CH3:49])=[O:50]>>[Cl:1][c:2]1[c:3]([CH:8]([c:10]2[cH:11][cH:12][c:13]3[cH:14][cH:15][c:16](-[c:20]4[cH:21][cH:22][cH:23][cH:24][cH:25]4)[n:17][c:18]3[cH:19]2)[N:28]2[C:27](=[O:26])[c:36]3[c:31]([cH:32][cH:33][cH:34][cH:35]3)[C:29]2=[O:30])[n:4][cH:5][cH:6][n:7]1. Starting materials: FC(OC1=CC=C(C=C1)C=1C=CC2=C(C(NCCO2)=O)C1)(F)F (7-(4-(trifluoromethoxy)phenyl)-3,4-dihydrobenzo[f][1,4]oxazepin-5(2H)-one), CO (Methanol), Cl (HCl). Run in C1CCOC1 (THF), B (Borane), C1CCOC1 (THF). Reaction conditions: temperature 70 celsius, time 16 hour. Product: FC(OC1=CC=C(C=C1)C=1C=CC2=C(CNCCO2)C1)(F)F (7-(4-(trifluoromethoxy)phenyl)-2,3,4,5-tetrahydrobenzo[f][1,4]oxazepine), Cl (HCl). As a reaction SMILES: [F:1][C:2]([F:23])([F:22])[O:3][C:4]1[CH:9]=[CH:8][C:7]([C:10]2[CH:11]=[CH:12][C:13]3[O:19][CH2:18][CH2:17][NH:16][C:15](=O)[C:14]=3[CH:21]=2)=[CH:6][CH:5]=1.CO.[ClH:26]>C1COCC1.B>[F:23][C:2]([F:1])([F:22])[O:3][C:4]1[CH:9]=[CH:8][C:7]([C:10]2[CH:11]=[CH:12][C:13]3[O:19][CH2:18][CH2:17][NH:16][CH2:15][C:14]=3[CH:21]=2)=[CH:6][CH:5]=1.[ClH:26]. Reported procedure: To a solution of 7-(4-(trifluoromethoxy)phenyl)-3,4-dihydrobenzo[f][1,4]oxazepin-5(2H)-one (660 mgs, 2.0 mmol) in THF (6 mL), 1.0M Borane in THF (6.0 mL, 6.0 mmol) was added and the mixture was heated at 70° C. After 16 h, the mixture was cooled to rt and Methanol (22 mL) and 6.0M HCl (22 mL) was added and stirred at rt for 2 h. The reaction mixture was then concentrated and the solids formed were filtered and washed with ether and dried to give 7-(4-(trifluoromethoxy)phenyl)-2,3,4,5-tetrahydrob... Reactants: COC1=CC=C(C=C1)NC=1N=NC(=CN1)C(C)NC(C(C)C1=CC=CC=C1)=O (N-[1-(3-{[4-(methyloxy)phenyl]amino}-1,2,4-triazin-6-yl)ethyl]-2-phenylpropanamide), CN1C(=CC2=CC=CC=C12)C(=O)O (1-methylindole-2-carboxylic acid), NC(C)C1=CN=C(N=N1)NC1=CC=C(C=C1)OC (6-(1-aminoethyl)-N-[4-(methyloxy)phenyl]-1,2,4-triazin-3-amine), NC(C)C1=CN=C(N=N1)NC1=CC=C(C=C1)OC (6-(1-aminoethyl)-N-[4-(methyloxy)phenyl]-1,2,4-triazin-3-amine). Yields the product CN1C(=CC2=CC=CC=C12)C(=O)NC(C)C1=CN=C(N=N1)NC1=CC=C(C=C1)OC (1-methyl-N-[1-(3-{[4-(methyloxy)phenyl]amino}-1,2,4-triazin-6-yl)ethyl]-1H-indole-2-carboxamide). RXN SMILES: [CH3:1][O:2][C:3]1[CH:8]=[CH:7][C:6]([NH:9][C:10]2[N:11]=[N:12][C:13]([CH:16]([NH:18][C:19](=[O:28])[CH:20](C3C=CC=CC=3)[CH3:21])[CH3:17])=[CH:14][N:15]=2)=[CH:5][CH:4]=1.NC(C1N=N[C:35]([NH:38][C:39]2[CH:44]=[CH:43][C:42](OC)=[CH:41][CH:40]=2)=NC=1)C.CN1C2C(=CC=CC=2)C=C1C(O)=O>>[CH3:35][N:38]1[C:39]2[C:40](=[CH:41][CH:42]=[CH:43][CH:44]=2)[CH:21]=[C:20]1[C:19]([NH:18][CH:16]([C:13]1[N:12]=[N:11][C:10]([NH:9][C:6]2[CH:5]=[CH:4][C:3]([O:2][CH3:1])=[CH:8][CH:7]=2)=[N:15][CH:14]=1)[CH3:17])=[O:28]. Reported procedure: In a similar manner as described for Intermediate 55, using 6-(1-aminoethyl)-N-[4-(methyloxy)phenyl]-1,2,4-triazin-3-amine (Intermediate 47) (100 mg, 0.41 mmol), and 1-methylindole-2-carboxylic acid (79 mg, 0.45 mmol), to give 1-methyl-N-[1-(3-{[4-(methyloxy)phenyl]amino}-1,2,4-triazin-6-yl)ethyl]-1H-indole-2-carboxamide (158 mg) as a yellow solid. MS m/z 403 (M+1). Reactants: OC1=C(C=CC(=C1)Cl)C(C=CC1=CC(=C(C(=C1)C)O)C)=O (1-[2-hydroxy-4-chlorophenyl]-3-[3,5-dimethyl-4-hydroxyphenyl]prop-2-en-1-one), II (iodine). Run in CS(=O)C (dimethylsulfoxide). Yields the product CC=1C=C(C=C(C1O)C)C=1OC2=C(C(C1)=O)C=CC(=C2)Cl (2-(3,5-dimethyl-4-hydroxyphenyl)-7-chloro-4H-1-benzopyran-4-one). As a reaction SMILES: [OH:1][C:2]1[CH:7]=[C:6]([Cl:8])[CH:5]=[CH:4][C:3]=1[C:9](=[O:21])[CH:10]=[CH:11][C:12]1[CH:17]=[C:16]([CH3:18])[C:15]([OH:19])=[C:14]([CH3:20])[CH:13]=1.II>CS(C)=O>[CH3:20][C:14]1[CH:13]=[C:12]([C:11]2[O:1][C:2]3[CH:7]=[C:6]([Cl:8])[CH:5]=[CH:4][C:3]=3[C:9](=[O:21])[CH:10]=2)[CH:17]=[C:16]([CH3:18])[C:15]=1[OH:19]. Procedure details: 1-[2-hydroxy-4-chlorophenyl]-3-[3,5-dimethyl-4-hydroxyphenyl]prop-2-en-1-one was dissolved in dimethylsulfoxide, an iodine crystal was added, and the mixture was kept under reflux for 10 min The reactants are Lithium indenyl, C1CCOC1 (THF), N1=C(C=CC=C1)CCl (2-picolyl chloride), C1CCOC1 (THF). Conditions: time 8 hour. Yields the product N1=C(C=CC=C1)CC1C=CC2=CC=CC=C12 ((2-Pyridylmethyl)-indene). As a reaction SMILES: [N:1]1[CH:6]=[CH:5][CH:4]=[CH:3][C:2]=1[CH2:7]Cl.[CH2:9]1[CH2:13]O[CH2:11][CH2:10]1>>[N:1]1[CH:6]=[CH:5][CH:4]=[CH:3][C:2]=1[CH2:7][CH:9]1[C:13]2[C:7](=[CH:2][CH:3]=[CH:4][CH:5]=2)[CH:11]=[CH:10]1. Procedure: Lithium indenyl (3.0 g, 24.6 mmol) was suspended in THF (20 mL) in a 300 cc Schlenk flask and cooled in a dry ice acetone bath. Into this flask was added slowly a THF (15 mL) solution of 2-picolyl chloride (3.13 g, 24.6 mmol). The resulting suspension was warmed to room temperature gradually and stirred overnight. Solvent was removed under vacuum and the resulting residue was extracted with ether (2×30 mL) and filtered, removal of ether via vacuum resulting in a dark-brown oil (yield, 4.0 g). Starting materials: CN(C)C=O, CCN(C(C)C)C(C)C, NCC1CN(Cc2ccc(Cl)c(Cl)c2)CCO1, O=C(O)Cn1nnc(-c2ccccc2)n1. Yields the product O=C(Cn1nnc(-c2ccccc2)n1)NCC1CN(Cc2ccc(Cl)c(Cl)c2)CCO1. RXN SMILES: [CH3:42][N:43]([CH3:44])[CH:45]=[O:46].[CH:16]([N:17]([CH2:18][CH3:19])[CH:20]([CH3:21])[CH3:22])([CH3:23])[CH3:24].[Cl:25][c:26]1[cH:27][c:28]([CH2:29][N:30]2[CH2:31][CH:32]([CH2:36][NH2:37])[O:33][CH2:34][CH2:35]2)[cH:38][cH:39][c:40]1[Cl:41].[c:1]1(-[c:7]2[n:8][n:9][n:10]([CH2:12][C:13](=[O:14])[OH:15])[n:11]2)[cH:2][cH:3][cH:4][cH:5][cH:6]1>>[c:1]1(-[c:7]2[n:8][n:9][n:10]([CH2:12][C:13](=[O:15])[NH:37][CH2:36][CH:32]3[CH2:31][N:30]([CH2:29][c:28]4[cH:27][c:26]([Cl:25])[c:40]([Cl:41])[cH:39][cH:38]4)[CH2:35][CH2:34][O:33]3)[n:11]2)[cH:2][cH:3][cH:4][cH:5][cH:6]1. Reactants: CN(C)C=O, COC1=CC(=O)N(C(CC2CCCC2)C(=O)O)C1, CCN(C(C)C)C(C)C, O=C(Cl)C(=O)Cl, ClCCl, CC(C)(O)Cn1ccc(N)n1, c1ccccc1. Yields the product COC1=CC(=O)N(C(CC2CCCC2)C(=O)Nc2ccn(CC(C)(C)O)n2)C1. As a reaction SMILES: [CH3:54][N:55]([CH3:56])[CH:57]=[O:58].[CH:1]1([CH2:6][CH:7]([C:8](=[O:9])[OH:10])[N:11]2[C:12](=[O:18])[CH:13]=[C:14]([O:16][CH3:17])[CH2:15]2)[CH2:2][CH2:3][CH2:4][CH2:5]1.[CH:36]([N:37]([CH2:38][CH3:39])[CH:40]([CH3:41])[CH3:42])([CH3:43])[CH3:44].[Cl:19][C:20]([C:21]([Cl:22])=[O:23])=[O:24].[Cl:51][CH2:52][Cl:53].[NH2:25][c:26]1[n:27][n:28]([CH2:31][C:32]([CH3:33])([OH:34])[CH3:35])[cH:29][cH:30]1.[cH:45]1[cH:46][cH:47][cH:48][cH:49][cH:50]1>>[CH:1]1([CH2:6][CH:7]([C:8](=[O:10])[NH:25][c:26]2[n:27][n:28]([CH2:31][C:32]([CH3:33])([OH:34])[CH3:35])[cH:29][cH:30]2)[N:11]2[C:12](=[O:18])[CH:13]=[C:14]([O:16][CH3:17])[CH2:15]2)[CH2:2][CH2:3][CH2:4][CH2:5]1. The reactants are COC(=O)Cc1ccc(Nc2ccccc2[N+](=O)[O-])cc1, CO. The product is COC(=O)Cc1ccc(Nc2ccccc2N)cc1. As a reaction SMILES: [CH3:1][O:2][C:3]([CH2:4][c:5]1[cH:6][cH:7][c:8]([NH:11][c:12]2[c:13]([N+:18]([O-:19])=[O:20])[cH:14][cH:15][cH:16][cH:17]2)[cH:9][cH:10]1)=[O:21].[CH3:22][OH:23]>>[CH3:1][O:2][C:3]([CH2:4][c:5]1[cH:6][cH:7][c:8]([NH:11][c:12]2[c:13]([NH2:18])[cH:14][cH:15][cH:16][cH:17]2)[cH:9][cH:10]1)=[O:21].